The task is: describe an organic reaction: reactants, conditions, products, and yield. This data is from the Open Reaction Database (ORD), a public repository of structured organic reaction records. Starting materials: CC(C)C(=O)Nc1cccc(C2CCNCC2)c1, OC(CCl)c1ccccc1. Product: CC(C)C(=O)Nc1cccc(C2CCN(CC(O)c3ccccc3)CC2)c1. Reaction SMILES: [CH3:11][CH:12]([C:13](=[O:14])[NH:15][c:16]1[cH:17][c:18]([CH:22]2[CH2:23][CH2:24][NH:25][CH2:26][CH2:27]2)[cH:19][cH:20][cH:21]1)[CH3:28].[Cl:1][CH2:2][CH:3]([OH:4])[c:5]1[cH:6][cH:7][cH:8][cH:9][cH:10]1>>[CH2:2]([CH:3]([OH:4])[c:5]1[cH:6][cH:7][cH:8][cH:9][cH:10]1)[N:25]1[CH2:24][CH2:23][CH:22]([c:18]2[cH:17][c:16]([NH:15][C:13]([CH:12]([CH3:11])[CH3:28])=[O:14])[cH:21][cH:20][cH:19]2)[CH2:27][CH2:26]1. The reactants are OCC=1C=C(C=CC1)S(=O)(=O)N (3-(hydroxymethyl)benzenesulfonamide), [H-].[Na+] (sodium hydride), P(=O)([O-])([O-])[O-] (Phosphate), C[Si](CCOCCl)(C)C (2-(trimethylsilyl)ethoxymethyl chloride). Run in CN(C)C=O (DMF). Conditions: time 15 minute. Product: OCC=1C=C(C=CC1)S(=O)(=O)N(COCC[Si](C)(C)C)COCC[Si](C)(C)C (3-(Hydroxymethyl)-N,N-bis{[2-(trimethylsilyl)ethoxy]methyl}benzenesulfonamide). As a reaction SMILES: [OH:1][CH2:2][C:3]1[CH:4]=[C:5]([S:9]([NH2:12])(=[O:11])=[O:10])[CH:6]=[CH:7][CH:8]=1.[H-].[Na+].[CH3:15][Si:16]([CH3:23])([CH3:22])[CH2:17][CH2:18][O:19][CH2:20]Cl.P([O-])([O-])([O-])=O>CN(C=O)C>[OH:1][CH2:2][C:3]1[CH:4]=[C:5]([S:9]([N:12]([CH2:20][O:19][CH2:18][CH2:17][Si:16]([CH3:23])([CH3:22])[CH3:15])[CH2:20][O:19][CH2:18][CH2:17][Si:16]([CH3:23])([CH3:22])[CH3:15])(=[O:10])=[O:11])[CH:6]=[CH:7][CH:8]=1 |f:1.2|. Reported procedure: A solution of 3-(hydroxymethyl)benzenesulfonamide (670 mg) in DMF (20 ml) under nitrogen was treated with sodium hydride (315 mg, 60% in oil) and the mixture was stirred at 20° for 15 min. The mixture was then treated with 2-(trimethylsilyl)ethoxymethyl chloride (1.27 ml) and the mixture was stirred at 20° for 1 h. Phosphate buffer solution (50 ml, pH6.5) was added and the mixture was extracted with EtOAc. The extract was washed with water, dried (Na2SO4) and the solvent evaporated in vacuo to g... The reactants are BrC=1C=C(C=NC1C#N)NC[C@H](C)NC(OC(C)(C)C)=O (tert-butyl {(2S)-1-[(5-bromo-6-cyanopyridin-3-yl)amino]propan-2-yl}carbamate), NC1=NC(=CC(=C1)C)C (2-amino-4,6-dimethylpyridine), CC1(C2=C(C(=CC=C2)P(C3=CC=CC=C3)C4=CC=CC=C4)OC5=C(C=CC=C51)P(C6=CC=CC=C6)C7=CC=CC=C7)C (Xantphos), C([O-])([O-])=O.[Cs+].[Cs+] (cesium carbonate). Run in O1CCOCC1 (1,4-Dioxane). Conditions: temperature 80 celsius, time 16 hour. Product: C(#N)C1=C(C=C(C=N1)NC[C@H](C)NC(OC(C)(C)C)=O)NC1=NC(=CC(=C1)C)C (tert-butyl [(2S)-1-({6-cyano-5-[(4,6-dimethylpyridin-2-yl)-amino]pyridin-3-yl}amino)propan-2-yl]carbamate). Reaction SMILES: Br[C:2]1[CH:3]=[C:4]([NH:10][CH2:11][C@@H:12]([NH:14][C:15](=[O:21])[O:16][C:17]([CH3:20])([CH3:19])[CH3:18])[CH3:13])[CH:5]=[N:6][C:7]=1[C:8]#[N:9].[NH2:22][C:23]1[CH:28]=[C:27]([CH3:29])[CH:26]=[C:25]([CH3:30])[N:24]=1.CC1(C)C2C(=C(P(C3C=CC=CC=3)C3C=CC=CC=3)C=CC=2)OC2C(P(C3C=CC=CC=3)C3C=CC=CC=3)=CC=CC1=2.C(=O)([O-])[O-].[Cs+].[Cs+]>O1CCOCC1>[C:8]([C:7]1[N:6]=[CH:5][C:4]([NH:10][CH2:11][C@@H:12]([NH:14][C:15](=[O:21])[O:16][C:17]([CH3:20])([CH3:19])[CH3:18])[CH3:13])=[CH:3][C:2]=1[NH:22][C:23]1[CH:28]=[C:27]([CH3:29])[CH:26]=[C:25]([CH3:30])[N:24]=1)#[N:9] |f:3.4.5|. Procedure details: To a flask were added tert-butyl {(2S)-1-[(5-bromo-6-cyanopyridin-3-yl)amino]propan-2-yl}carbamate (200 mg, 0.56 mmol), 2-amino-4,6-dimethylpyridine (103 mg, 0.844 mmol), tris(dibenzylideneacetone)dipalladium(0)-dichloromethane complex (52 mg, 0.051 mmol), Xantphos (65 mg, 0.11 mmol), and cesium carbonate (367 mg, 1.13 mmol). 1,4-Dioxane (3 mL) was then added and nitrogen was bubbled into the reaction for 5 minutes. The reaction mixture was then stirred at 80° C. for 16 hours. The reaction mixtu... Starting materials: C([O-])([O-])=O.[Na+].[Na+] (sodium carbonate), FC1=CC=C(C=C1)[C@@H]1[C@H](C1)CNC1=C(C(=NC=C1)NN)C(F)(F)F (N-(((1S,2S)-2-(4-fluorophenyl)cyclopropyl)methyl)-2-hydrazinyl-3-(trifluoromethyl)pyridin-4-amine), FC(CC(=O)Cl)(F)F (3,3,3-trifluoropropanoyl chloride). Run in CCOC(=O)C (EtOAc), C1CCOC1 (THF), CCOC(=O)C (EtOAc). Reaction conditions: time 10 minute. Yields the product FC(CC(=O)NNC1=NC=CC(=C1C(F)(F)F)NC[C@@H]1[C@H](C1)C1=CC=C(C=C1)F)(F)F (3,3,3-trifluoro-N′-(4-((((1S,2S)-2-(4-fluorophenyl)cyclopropyl)methyl)amino)-3-(trifluoromethyl)pyridin-2-yl)propanehydrazide). The yield is 79.5%. Reaction SMILES: [F:1][C:2]1[CH:7]=[CH:6][C:5]([C@H:8]2[CH2:10][C@@H:9]2[CH2:11][NH:12][C:13]2[CH:18]=[CH:17][N:16]=[C:15]([NH:19][NH2:20])[C:14]=2[C:21]([F:24])([F:23])[F:22])=[CH:4][CH:3]=1.C(=O)([O-])[O-].[Na+].[Na+].[F:31][C:32]([F:38])([F:37])[CH2:33][C:34](Cl)=[O:35]>CCOC(C)=O.C1COCC1>[F:31][C:32]([F:38])([F:37])[CH2:33][C:34]([NH:20][NH:19][C:15]1[C:14]([C:21]([F:24])([F:22])[F:23])=[C:13]([NH:12][CH2:11][C@H:9]2[CH2:10][C@@H:8]2[C:5]2[CH:6]=[CH:7][C:2]([F:1])=[CH:3][CH:4]=2)[CH:18]=[CH:17][N:16]=1)=[O:35] |f:1.2.3|. Reported procedure: A mixture of N-(((1S,2S)-2-(4-fluorophenyl)cyclopropyl)methyl)-2-hydrazinyl-3-(trifluoromethyl)pyridin-4-amine (0.38 g, 1.117 mmol) in EtOAc (3 mL) and THF (3 mL) and sat'd aqueous sodium carbonate (3 mL) was stirred as 3,3,3-trifluoropropanoyl chloride (0.213 g, 1.452 mmol) was added slowly. The mixture was stirred for 10 min. The reaction was diluted with EtOAc, washed with aqueous sodium bicarbonate, dried with brine, and concentrated. The crude product was purified by silica gel chromatograp...